From a dataset of the Open Reaction Database (ORD), a public repository of structured organic reaction records. describe an organic reaction: reactants, conditions, products, and yield Reactants: C(C1=CC=CC=C1)N1N=CC(=C1)C(=C(C#N)C#N)O (2-((1-benzyl-1H-pyrazol-4-yl)(hydroxy)methylene)malononitrile), C(OC)(OC)OC (CH(OMe)3). Product: C(C1=CC=CC=C1)N1N=CC(=C1)C(=C(C#N)C#N)OC (2-((1-benzyl-1H-pyrazol-4-yl)(methoxy)methylene)malononitrile). Isolated yield 51.8%. Reaction SMILES: [CH2:1]([N:8]1[CH:12]=[C:11]([C:13]([OH:19])=[C:14]([C:17]#[N:18])[C:15]#[N:16])[CH:10]=[N:9]1)[C:2]1[CH:7]=[CH:6][CH:5]=[CH:4][CH:3]=1.[CH:20](OC)(OC)OC>>[CH2:1]([N:8]1[CH:12]=[C:11]([C:13]([O:19][CH3:20])=[C:14]([C:15]#[N:16])[C:17]#[N:18])[CH:10]=[N:9]1)[C:2]1[CH:3]=[CH:4][CH:5]=[CH:6][CH:7]=1. Reported procedure: A solution of 2-((1-benzyl-1H-pyrazol-4-yl)(hydroxy)methylene)malononitrile (26.5 g, 106 mmol) in CH(OMe)3 (250 mL) was heated to 75° C. for 16 hr. Then the solution was concentrated. The residue was washed with MeOH (50 mL) to give 14.5 g (51.8%) of 2-((1-benzyl-1H-pyrazol-4-yl)(methoxy)methylene)malononitrile as an off-white solid. 1H NMR (DMSO-d6) δ 8.71 (s, 1H), 8.08 (s, 1H), 7.42-7.24 (m, 5H), 5.46 (s, 2H), 4.12 (s, 3H). MS (ESI) m/e [M+1]+ 264.9. Starting materials: CCOC(=O)c1oc(-c2ccccc2)nc1-c1ccccc1, C1COCCO1. Yields the product O=C(O)c1oc(-c2ccccc2)nc1-c1ccccc1. RXN SMILES: [CH2:1]([CH3:2])[O:3][C:4](=[O:5])[c:6]1[c:7](-[c:17]2[cH:18][cH:19][cH:20][cH:21][cH:22]2)[n:8][c:9](-[c:11]2[cH:12][cH:13][cH:14][cH:15][cH:16]2)[o:10]1.[O:23]1[CH2:24][CH2:25][O:26][CH2:27][CH2:28]1>>[O:3]=[C:4]([OH:5])[c:6]1[c:7](-[c:17]2[cH:18][cH:19][cH:20][cH:21][cH:22]2)[n:8][c:9](-[c:11]2[cH:12][cH:13][cH:14][cH:15][cH:16]2)[o:10]1. Starting materials: FC=1C=C(C(=O)CNC2=C(C=CC(=C2)OC)C2CC=3C=CC(=CC3CC2)OC(C(C)(C)C)=O)C=CC1O (pivalic acid 6-{2-[(3-fluoro-4-hydroxybenzoyl)methylamino]-4-methoxyphenyl}-5,6,7,8-tetrahydronaphthalen-2-yl ester), ClCC(=O)N1CCOCC1 (2-chloro-1-morpholin-4-ylethanone). Product: FC=1C=C(CCNC2=C(C=CC(=C2)OC)C2CC=3C=CC(=CC3CC2)O)C=CC1OCCN1CCOCC1 (6-{2-{[3-Fluoro-4-(2-morpholin-4-ylethoxy)benzyl]methylamino}-4-methoxyphenyl}-5,6,7,8-tetrahydronaphthalen-2-ol). Yield: 39.8%. As a reaction SMILES: [F:1][C:2]1[CH:3]=[C:4]([CH:34]=[CH:35][C:36]=1[OH:37])[C:5]([CH2:7][NH:8][C:9]1[CH:14]=[C:13]([O:15][CH3:16])[CH:12]=[CH:11][C:10]=1[CH:17]1[CH2:26][CH2:25][C:24]2[CH:23]=[C:22]([O:27]C(=O)C(C)(C)C)[CH:21]=[CH:20][C:19]=2[CH2:18]1)=O.Cl[CH2:39][C:40]([N:42]1[CH2:47][CH2:46][O:45][CH2:44][CH2:43]1)=O>>[F:1][C:2]1[CH:3]=[C:4]([CH:34]=[CH:35][C:36]=1[O:37][CH2:39][CH2:40][N:42]1[CH2:47][CH2:46][O:45][CH2:44][CH2:43]1)[CH2:5][CH2:7][NH:8][C:9]1[CH:14]=[C:13]([O:15][CH3:16])[CH:12]=[CH:11][C:10]=1[CH:17]1[CH2:18][CH2:19][C:24]2[CH:23]=[C:22]([OH:27])[CH:21]=[CH:20][C:25]=2[CH2:26]1. Procedure: Synthesized from pivalic acid 6-{2-[(3-fluoro-4-hydroxybenzoyl)methylamino]-4-methoxyphenyl}-5,6,7,8-tetrahydronaphthalen-2-yl ester (20 mg) and 2-chloro-1-morpholin-4-ylethanone (13 mg) according to an analogous synthetic method to Example 404 and purified by LC-MS, the title compound (8.2 mg) was obtained. Reactants: CCOC(=O)C(C)(C)Oc1ccc(OCCC2CN(Cc3ccc(OC)cc3)C(=O)N2C)cc1, CCO, [Na+], [OH-]. Product: COc1ccc(CN2CC(CCOc3ccc(OC(C)(C)C(=O)O)cc3)N(C)C2=O)cc1. Reaction SMILES: [CH2:1]([CH3:2])[O:3][C:4]([C:5]([CH3:6])([CH3:7])[O:8][c:9]1[cH:10][cH:11][c:12]([O:15][CH2:16][CH2:17][CH:18]2[N:19]([CH3:33])[C:20](=[O:32])[N:21]([CH2:23][c:24]3[cH:25][cH:26][c:27]([O:30][CH3:31])[cH:28][cH:29]3)[CH2:22]2)[cH:13][cH:14]1)=[O:34].[CH3:37][CH2:38][OH:39].[Na+:36].[OH-:35]>>[O:3]=[C:4]([C:5]([CH3:6])([CH3:7])[O:8][c:9]1[cH:10][cH:11][c:12]([O:15][CH2:16][CH2:17][CH:18]2[N:19]([CH3:33])[C:20](=[O:32])[N:21]([CH2:23][c:24]3[cH:25][cH:26][c:27]([O:30][CH3:31])[cH:28][cH:29]3)[CH2:22]2)[cH:13][cH:14]1)[OH:34]. Run in CN(C)C=O (DMF). Reaction conditions: time 24 hour. Starting materials: C(C)OC(=O)NC=1C=C(CN2N=C(C=CC2=O)C2=CC=C(C(=O)O)C=C2)C=CC1 (4-[1-(3-ethoxycarbonylaminobenzyl)-6-oxo-1,6-dihydropyridazin-3-yl]benzoic acid), C(O)CN (ethanolamine), CN1CCOCC1 (4-methylmorpholine), ON1N=NC2=C1C=CC=C2 (1-hydroxybenzotriazole), 194, Cl.CN(CCCN=C=NCC)C (N-(3-dimethylaminopropyl)-N′-ethylcarbodiimide hydrochloride). RXN SMILES: [CH2:1]([O:3][C:4]([NH:6][C:7]1[CH:8]=[C:9]([CH:27]=[CH:28][CH:29]=1)[CH2:10][N:11]1[C:16](=[O:17])[CH:15]=[CH:14][C:13]([C:18]2[CH:26]=[CH:25][C:21]([C:22](O)=[O:23])=[CH:20][CH:19]=2)=[N:12]1)=[O:5])[CH3:2].[CH2:30]([CH2:32][NH2:33])[OH:31].CN1CCOCC1.ON1C2C=CC=CC=2N=N1.Cl.CN(C)CCCN=C=NCC>CN(C=O)C>[CH2:1]([O:3][C:4](=[O:5])[NH:6][C:7]1[CH:29]=[CH:28][CH:27]=[C:9]([CH2:10][N:11]2[C:16](=[O:17])[CH:15]=[CH:14][C:13]([C:18]3[CH:26]=[CH:25][C:21]([C:22](=[O:23])[NH:33][CH2:32][CH2:30][OH:31])=[CH:20][CH:19]=3)=[N:12]2)[CH:8]=1)[CH3:2] |f:4.5|. Yields the product C(C)OC(NC1=CC(=CC=C1)CN1N=C(C=CC1=O)C1=CC=C(C=C1)C(NCCO)=O)=O (ethyl(3-{3-[4-(2-hydroxyethylcarbamoyl)phenyl]-6-oxo-6H-pyridazin-1-ylmethyl}phenyl)carbamate). Procedure details: 197 mg (0.5 mmol) of 4-[1-(3-ethoxycarbonylaminobenzyl)-6-oxo-1,6-dihydropyridazin-3-yl]benzoic acid are suspended in 2 ml of DMF, and 30 μl (0.5 mmol) of ethanolamine, 112 μl (1 mmol) of 4-methylmorpholine, 70 mg (0.5 mmol) of 1-hydroxybenzotriazole and 194 (1 mmol) of N-(3-dimethylaminopropyl)-N′-ethylcarbodiimide hydrochloride are added. The reaction mixture is stirred at room temperature for 24 h and purified by means of prep. HPLC. The reactants are C[Si](N1C(CCC1)=O)(C)C (1-trimethylsilyl-2-pyrrolidinone), [Li+].CC(C)[N-]C(C)C (LDA), enolate, ICC(C)C (1-iodo-2-methylpropane). Solvent: C1CCOC1 (THF), C1CCOC1 (THF), C1CCOC1 (THF). Run at temperature -78 celsius, time 45 minute. Yields the product CC(CC1C(NCC1)=O)C (3-(2-methylpropyl)-2-pyrrolidinone). Yield: 41.0%. As a reaction SMILES: [Li+].CC([N-]C(C)C)C.C[Si](C)(C)[N:11]1[CH2:15][CH2:14][CH2:13][C:12]1=[O:16].I[CH2:20][CH:21]([CH3:23])[CH3:22]>C1COCC1>[CH3:20][CH:21]([CH3:23])[CH2:22][CH:13]1[CH2:14][CH2:15][NH:11][C:12]1=[O:16] |f:0.1|. Reported procedure: A solution of LDA (2.0M, 111 mL, 222 mmol) and THF (300 mL) is cooled to -78° C. and a solution of 1-trimethylsilyl-2-pyrrolidinone (29.4 g, 221 mmol) in THF (145 mL) is added. After stirring for 45 minutes at -78° C., the enolate solution is added via cannula over 1 hour to a solution of 1-iodo-2-methylpropane (42.7 g, 232 mmol) in THF (200 mL) at -78° C. The solution is allowed to warm slowly and stirred at room temperature overnight. The reaction is quenched by the addition of 50 mL of acetic... Reactants: ClC(C(O)O)(Cl)Cl (chloral hydrate), Cl (hydrochloric acid), Cl.NO (hydroxylamine hydrochloride), O.O.O.O.O.O.O.O.O.O.S(=O)(=O)([O-])[O-].[Na+].[Na+] (sodium sulfate decahydrate), CC1=C(N)C=CC=C1 (o-methylaniline). Run in O (water), O (water), O (water). Conditions: temperature 75 celsius. Yields the product CC=1C=CC=C2C(C(NC12)=O)=O (7-methylisatin). As a reaction SMILES: Cl[C:2](Cl)(Cl)[CH:3]([OH:5])O.[OH2:8].O.O.O.O.O.O.O.O.O.S([O-])([O-])(=O)=O.[Na+].[Na+].[CH3:25][C:26]1[CH:32]=[CH:31][CH:30]=[CH:29][C:27]=1[NH2:28].Cl.Cl.NO>O>[CH3:25][C:26]1[CH:32]=[CH:31][CH:30]=[C:29]2[C:27]=1[NH:28][C:2](=[O:8])[C:3]2=[O:5] |f:1.2.3.4.5.6.7.8.9.10.11.12.13,16.17|. Reported procedure: In a 5 l flask is placed chloral hydrate (90 g, 0.54 mole) and water (1200 ml). To this solution is added sodium sulfate decahydrate (1300 g, 10.9 mole) followed by a solution of o-methylaniline (54 g, 0.5 mole) in water (300 ml) containing concentrated hydrochloric acid (43 ml, 0.5 mole). Then a solution of hydroxylamine hydrochloride (110 g, 1.58 mole) in water (50 ml) is added. The reaction mixture is heated to reflux over a 90 minute period and refluxed 30 minutes. The reaction is cooled in ... The reactants are N1(CCOCC1)C=1N=C(NC(C1)=O)CC(=O)[O-].[Na+] (sodium [4-(morpholin-4-yl)-6-oxo-1,6-dihydropyrimidin-2-yl]acetate), C(C)C1NC2=CC=CC=C2C1 (2-ethylindoline), Cl.CN(CCCN=C=NCC)C (N-[3-(dimethylamino)propyl]-N′-ethylcarbodiimide hydrochloride). The solvent is N1=CC=CC=C1 (pyridine), CN(C=O)C (N,N-dimethylformamide). Yields the product C(C)C1N(C2=CC=CC=C2C1)C(CC1=NC(=CC(N1)=O)N1CCOCC1)=O ((±)-2-[2-(2-ethyl-2,3-dihydroindol-1-yl)-2-oxoethyl]-6-morpholin-4-yl-3H-pyrimidin-4-one). Isolated yield 62.0%. As a reaction SMILES: [N:1]1([C:7]2[N:8]=[C:9]([CH2:14][C:15]([O-:17])=O)[NH:10][C:11](=[O:13])[CH:12]=2)[CH2:6][CH2:5][O:4][CH2:3][CH2:2]1.[Na+].[CH2:19]([CH:21]1[CH2:29][C:28]2[C:23](=[CH:24][CH:25]=[CH:26][CH:27]=2)[NH:22]1)[CH3:20].Cl.CN(C)CCCN=C=NCC>N1C=CC=CC=1.CN(C)C=O>[CH2:19]([CH:21]1[CH2:29][C:28]2[C:23](=[CH:24][CH:25]=[CH:26][CH:27]=2)[N:22]1[C:15](=[O:17])[CH2:14][C:9]1[NH:10][C:11](=[O:13])[CH:12]=[C:7]([N:1]2[CH2:2][CH2:3][O:4][CH2:5][CH2:6]2)[N:8]=1)[CH3:20] |f:0.1,3.4|. Procedure: (±)-2-[2-(2-Ethyl-2,3-dihydroindol-1-yl)-2-oxoethyl]-6-morpholin-4-yl-3H-pyrimidin-4-one is prepared by following the procedure described in example 1c using 0.40 g of sodium [4-(morpholin-4-yl)-6-oxo-1,6-dihydropyrimidin-2-yl]acetate, 0.25 g of 2-ethylindoline [which can be prepared according to patent WO2009065920] and 0.39 g of N-[3-(dimethylamino)propyl]-N′-ethylcarbodiimide hydrochloride in a mixture of 250 ml of pyridine and 6.5 ml of N,N-dimethylformamide. After purification by chromatogr... Starting materials: CCC(=O)c1ccncc1, [Li]CCCC, C1CCOC1, CCCCCC, C[S+](C)C, [I-], O. Product: CCC1(c2ccncc2)CO1. As a reaction SMILES: [C:11]([CH2:12][CH3:13])(=[O:14])[c:15]1[cH:16][cH:17][n:18][cH:19][cH:20]1.[CH2:1]([Li:2])[CH2:3][CH2:4][CH3:5].[CH2:28]1[O:29][CH2:30][CH2:31][CH2:32]1.[CH3:22][CH2:23][CH2:24][CH2:25][CH2:26][CH3:27].[CH3:7][S+:8]([CH3:9])[CH3:10].[I-:6].[OH2:21]>>[CH2:1]1[C:11]([CH2:12][CH3:13])([c:15]2[cH:16][cH:17][n:18][cH:19][cH:20]2)[O:14]1. The reactants are CS(C)=O, CC(CCCCn1c(=O)c2c(ncn2C)n(C)c1=O)OS(C)(=O)=O, [N-]=[N+]=[N-], [Na+], O. Product: CC(CCCCn1c(=O)c2c(ncn2C)n(C)c1=O)N=[N+]=[N-]. RXN SMILES: [CH3:30][S:31]([CH3:32])=[O:33].[CH3:5][S:6]([O:7][CH:10]([CH2:11][CH2:12][CH2:13][CH2:14][n:15]1[c:16](=[O:17])[n:18]([CH3:27])[c:19]2[n:20][cH:21][n:22]([CH3:26])[c:23]2[c:24]1=[O:25])[CH3:28])(=[O:8])=[O:9].[N-:2]=[N+:3]=[N-:4].[Na+:1].[OH2:29]>>[N:2](=[N+:3]=[N-:4])[CH:10]([CH2:11][CH2:12][CH2:13][CH2:14][n:15]1[c:16](=[O:17])[n:18]([CH3:27])[c:19]2[n:20][cH:21][n:22]([CH3:26])[c:23]2[c:24]1=[O:25])[CH3:28].